Dataset: the Open Reaction Database (ORD), a public repository of structured organic reaction records. Task: describe an organic reaction: reactants, conditions, products, and yield Reactants: Cl.ClCC=1C=NC2=CC(=CC=C2C1)OC (3-(chloromethyl)-7-methoxyquinoline hydrochloride), Cl.ClCC=1C=NC2=CC(=CC=C2C1)OC (3-(Chloromethyl)-7-methoxyquinoline hydrochloride), C(C)C1=NC(=CC2=CC(=C(C=C12)OC)OC)O (1-ethyl-6,7-dimethoxyisoquinolin-3-ol), COC=1C=C2C=C(N=C(C2=CC1OC)CCC)O (6,7-Dimethoxy-1-propylisoquinolin-3-ol), [OH-].[K+] (KOH). Solvent: C(Cl)Cl (CH2Cl2), O (H2O), C1(=CC=CC=C1)C (toluene). Reaction conditions: temperature 150 celsius, time 2 hour. Product: COC=1C=C2C(=C(N=C(C2=CC1OC)CCC)O)CC=1C=NC2=CC(=CC=C2C1)OC (6,7-dimethoxy-4-((7-methoxyquinolin-3-yl)methyl)-1-propylisoquinolin-3-ol). RXN SMILES: C(C1C2C(=CC(OC)=C(OC)C=2)C=C(O)N=1)C.[CH3:18][O:19][C:20]1[CH:21]=[C:22]2[C:27](=[CH:28][C:29]=1[O:30][CH3:31])[C:26]([CH2:32][CH2:33][CH3:34])=[N:25][C:24]([OH:35])=[CH:23]2.[OH-].[K+].Cl.Cl[CH2:40][C:41]1[CH:42]=[N:43][C:44]2[C:49]([CH:50]=1)=[CH:48][CH:47]=[C:46]([O:51][CH3:52])[CH:45]=2>C1(C)C=CC=CC=1.C(Cl)Cl.O>[CH3:18][O:19][C:20]1[CH:21]=[C:22]2[C:27](=[CH:28][C:29]=1[O:30][CH3:31])[C:26]([CH2:32][CH2:33][CH3:34])=[N:25][C:24]([OH:35])=[C:23]2[CH2:40][C:41]1[CH:42]=[N:43][C:44]2[C:49]([CH:50]=1)=[CH:48][CH:47]=[C:46]([O:51][CH3:52])[CH:45]=2 |f:2.3,4.5|. Procedure: To a solution of 1-ethyl-6,7-dimethoxyisoquinolin-3-ol RBO 35142 (117 mg, 473 μmol) in toluene (10 mL) in a 20 mL microwave vial equipped with a magnetic stirrer was added a 2 N aq. KOH solution (0.52 mL, 1.04 mmol) at RT followed by 3-(chloromethyl)-7-methoxyquinoline hydrochloride MDE 32012 (124 mg, 508 μmol) and the mixture was stirred at 150° C. for 2 h under microwave irradiation. After cooling to RT, the mixture was diluted with CH2Cl2 (50 mL) and H2O (10 mL). The organic phase was isolate...